From a dataset of the Open Reaction Database (ORD), a public repository of structured organic reaction records. describe an organic reaction: reactants, conditions, products, and yield The reactants are CC(C)(C)OC(=O)OC(C)(C)C, CCOC(=O)c1cc2c([nH]1)CN(C(=O)OCC(Cl)(Cl)Cl)CC2, CN(C)C=O, CCOCC, [H-], [H][H], [Na+], O. The product is CCOC(=O)c1cc2c(n1C(=O)OC(C)(C)C)CN(C(=O)OCC(Cl)(Cl)Cl)CC2. As a reaction SMILES: [C:27]([CH3:28])([CH3:29])([CH3:30])[O:31][C:32]([O:33][C:35]([CH3:36])([CH3:37])[CH3:38])=[O:34].[CH2:3]([CH3:4])[O:5][C:6](=[O:7])[c:8]1[nH:9][c:10]2[c:15]([cH:16]1)[CH2:14][CH2:13][N:12]([C:17](=[O:18])[O:19][CH2:20][C:21]([Cl:22])([Cl:23])[Cl:24])[CH2:11]2.[CH3:39][N:40]([CH3:41])[CH:42]=[O:43].[CH3:45][CH2:46][O:47][CH2:48][CH3:49].[H-:1].[H:25][H:26].[Na+:2].[OH2:44]>>[CH2:3]([CH3:4])[O:5][C:6](=[O:7])[c:8]1[n:9]([C:32]([O:31][C:27]([CH3:28])([CH3:29])[CH3:30])=[O:33])[c:10]2[c:15]([cH:16]1)[CH2:14][CH2:13][N:12]([C:17](=[O:18])[O:19][CH2:20][C:21]([Cl:22])([Cl:23])[Cl:24])[CH2:11]2.